Dataset: the Open Reaction Database (ORD), a public repository of structured organic reaction records. Task: describe an organic reaction: reactants, conditions, products, and yield Starting materials: methyl 4-(p-bromobenzoyl) benzoate, C1(=CC=CC=C1)C (toluene), C(C)OCC (diethyl ether), FC(C(F)(F)[*:1])(F)[*:2] (polytetrafluoroethylene), C(CCCC)(N)N (pentanediamine). The reagents and catalysts are [Pd].[Pd].C(C1=CC=CC=C1)=CC(=O)C=CC1=CC=CC=C1.C(C1=CC=CC=C1)=CC(=O)C=CC1=CC=CC=C1.C(C1=CC=CC=C1)=CC(=O)C=CC1=CC=CC=C1 (tris (dibenzylidene acetone) dipalladium), C1=CC=C(C=C1)P([C-]2C=CC=C2)C3=CC=CC=C3.C1=CC=C(C=C1)P([C-]2C=CC=C2)C3=CC=CC=C3.[Fe+2] (DPPF). Run at temperature 90 celsius. Yields the product C(C1=CC=CC=C1)(=O)C1=CC=CC=C1 (Benzophenone). The yield is 21.0%. As a reaction SMILES: [C:1]1(C)[CH:6]=[CH:5][CH:4]=[CH:3][CH:2]=1.[CH:8](N)(N)[CH2:9][CH2:10][CH2:11][CH3:12].C([O:17][CH2:18][CH3:19])C>[Pd].[Pd].C(=CC(C=CC1C=CC=CC=1)=O)C1C=CC=CC=1.C(=CC(C=CC1C=CC=CC=1)=O)C1C=CC=CC=1.C(=CC(C=CC1C=CC=CC=1)=O)C1C=CC=CC=1.C1C=CC(P(C2C=CC=CC=2)[C-]2C=CC=C2)=CC=1.C1C=CC(P(C2C=CC=CC=2)[C-]2C=CC=C2)=CC=1.[Fe+2]>[C:18]([C:19]1[CH:12]=[CH:11][CH:10]=[CH:9][CH:8]=1)(=[O:17])[C:1]1[CH:2]=[CH:3][CH:4]=[CH:5][CH:6]=1 |f:3.4.5.6.7,8.9.10|. Reported procedure: A dried Schlenk tube was charged with methyl 4-(p-bromobenzoyl) benzoate (6) (0.20 g, 0.63 mmol), tris (dibenzylidene acetone) dipalladium (0.029 g, 0.032 mmol), DPPF (0.035 g, 0.063 mmol) and toluene (8 mL) under nitrogen. The reaction was capped with a polytetrafluoroethylene (PTFE) septum, and pentanediamine (0.026 g, 0.252 mmol) was added via syringe. The reaction mixture was then heated to 90° C. for 12 hours. The cooled mixture was diluted with diethyl ether (30 mL) and then concentrated i... Starting materials: BrC1=CC=2[C@@]3(C4=CC(=CC=C4OC2C=C1)OCC(C)(C)C)N=C(OC3)N ((4R)-2′-bromo-7′-(2,2-dimethylpropoxy)spiro[1,3-oxazole-4,9′-xanthen]-2-amine), CN(C)C1=CC=CC=C1C2=CC=CC=C2P(C3CCCCC3)C4CCCCC4 (DavePhos), C[Si](C)(C)[N-][Si](C)(C)C.[Li+] (lithium bis(trimethylsilyl)amide), solution, N1CCOCC1 (morpholine). Reagents/catalysts: C=1C=CC(=CC1)/C=C/C(=O)/C=C/C2=CC=CC=C2.C=1C=CC(=CC1)/C=C/C(=O)/C=C/C2=CC=CC=C2.C=1C=CC(=CC1)/C=C/C(=O)/C=C/C2=CC=CC=C2.[Pd].[Pd] (tris(dibenzylideneacetone)dipalladium(0)). Run in C1CCOC1 (THF), [Cl-].[NH4+] (ammonium chloride). Reaction conditions: temperature 65 celsius. The product is CC(COC1=CC=2[C@]3(C4=CC(=CC=C4OC2C=C1)N1CCOCC1)N=C(OC3)N)(C)C ((4S)-2′-(2,2-dimethylpropoxy)-7′-(4-morpholinyl)spiro[1,3-oxazole-4,9′-xanthen]-2-amine). Reaction SMILES: Br[C:2]1[CH:15]=[CH:14][C:13]2[O:12][C:11]3[C:6](=[CH:7][C:8]([O:16][CH2:17][C:18]([CH3:21])([CH3:20])[CH3:19])=[CH:9][CH:10]=3)[C@:5]3([CH2:25][O:24][C:23]([NH2:26])=[N:22]3)[C:4]=2[CH:3]=1.CN(C1C(C2C(P(C3CCCCC3)C3CCCCC3)=CC=CC=2)=CC=CC=1)C.C[Si]([N-][Si](C)(C)C)(C)C.[Li+].[NH:65]1[CH2:70][CH2:69][O:68][CH2:67][CH2:66]1>C1COCC1.[Cl-].[NH4+].C1C=CC(/C=C/C(/C=C/C2C=CC=CC=2)=O)=CC=1.C1C=CC(/C=C/C(/C=C/C2C=CC=CC=2)=O)=CC=1.C1C=CC(/C=C/C(/C=C/C2C=CC=CC=2)=O)=CC=1.[Pd].[Pd]>[CH3:19][C:18]([CH3:21])([CH3:20])[CH2:17][O:16][C:8]1[CH:9]=[CH:10][C:11]2[O:12][C:13]3[C:4](=[CH:3][C:2]([N:65]4[CH2:70][CH2:69][O:68][CH2:67][CH2:66]4)=[CH:15][CH:14]=3)[C@@:5]3([CH2:25][O:24][C:23]([NH2:26])=[N:22]3)[C:6]=2[CH:7]=1 |f:2.3,6.7,8.9.10.11.12|. Reported procedure: A vial was charged with (4R)-2′-bromo-7′-(2,2-dimethylpropoxy)spiro[1,3-oxazole-4,9′-xanthen]-2-amine (80.0 mg, 192 μmol), DavePhos (9.05 mg, 23.0 μmol), tris(dibenzylideneacetone)dipalladium(0) (8.78 mg, 9.59 μmol), lithium bis(trimethylsilyl)amide (767 μl of a 1.0 M solution in THF, 767 μmol), and morpholine (50.1 μl, 575 μmol). The vial was sealed and heated in a 65° C. oil bath for 15 h. The reaction mixture was diluted with a saturated aqueous ammonium chloride solution (10 mL) and extracte... The reactants are [I-].[Na+] (Sodium iodide), C([O-])([O-])=O.[K+].[K+] (potassium carbonate), C1(=CC=CC=C1)CN(C1=NC=2C=CC=CC2C2=C1N=C(N2)CCCCCl)CC2=CC=CC=C2 (N,N-bis(phenylmethyl)-2-(4-chlorobutyl)-1H-imidazo[4,5-c]quinolin-4-amine), CC(=O)C (acetone). Product: C1(=CC=CC=C1)CN(C=1C=CC=C2C3=C(C=NC12)N=C1N3CCCC1)CC1=CC=CC=C1 (N,N-bis(phenylmethyl)-8,9,10,11 tetrahydropyrido-[1',2':1,2]imidazo[4,5-c]quinolin-4-amine). Reaction SMILES: [I-].[Na+].C(=O)([O-])[O-].[K+].[K+].C1(CN(CC2C=CC=CC=2)[C:17]2[C:26]3[N:27]=[C:28]([CH2:30][CH2:31][CH2:32][CH2:33]Cl)[NH:29][C:25]=3[C:24]3[CH:23]=[CH:22][CH:21]=[CH:20][C:19]=3[N:18]=2)C=CC=CC=1.[CH3:42][C:43]([CH3:45])=O>>[C:43]1([CH2:45][N:29]([CH2:25][C:24]2[CH:23]=[CH:22][CH:21]=[CH:20][CH:19]=2)[C:20]2[CH:21]=[CH:22][CH:23]=[C:24]3[C:19]=2[N:18]=[CH:17][C:26]2[N:27]=[C:28]4[CH2:30][CH2:31][CH2:32][CH2:33][N:29]4[C:25]3=2)[CH:32]=[CH:31][CH:30]=[CH:28][CH:42]=1 |f:0.1,2.3.4|. Reported procedure: Sodium iodide (1 g, 6 mmole) and potassium carbonate (0.8 g, 6 mmole) were added to a solution of N,N-bis(phenylmethyl)-2-(4-chlorobutyl)-1H-imidazo[4,5-c]quinolin-4-amine (0.55 g, 1.2 mmole) in acetone. The reaction mixture was heated at reflux for 4 hours, filtered, and then concentrated under vacuum. The residue was purified by flash chromatography (silica gel eluting with 10-15% ethyl acetate in hexanes v/v). Nuclear magnetic resonance spectroscopy indicated the possible presence of iodo int... Starting materials: ClC1=C(NC(=C1Cl)C)C(=O)NC1CCN(CC1)C1=CC(=NC(=N1)OCCSC)C(=O)NOC (6-(4-{[(3,4-Dichloro-5-methyl-1H-pyrrol-2-yl)carbonyl]amino}piperidin-1-yl)-N-methoxy-2-[2-(methylthio)ethoxy]pyrimidine-4-carboxamide), S(=O)([O-])[O-].[Na+].[Na+] (sodium sulfite), C1=CC(=CC(=C1)Cl)C(=O)OO (mCPBA), C1=CC(=CC(=C1)Cl)C(=O)OO (mCPBA). Run in C(Cl)Cl (DCM). Run at time 4 hour. The product is ClC1=C(NC(=C1Cl)C)C(=O)NC1CCN(CC1)C1=CC(=NC(=N1)OCCS(=O)(=O)C)C(=O)NOC (6-(4-{[(3,4-Dichloro-5-methyl-1H-pyrrol-2-yl)carbonyl]amino}piperidin-1-yl)-N-methoxy-2-[2-(methylsulfonyl)ethoxy]pyrimidine-4-carboxamide). As a reaction SMILES: [Cl:1][C:2]1[C:6]([Cl:7])=[C:5]([CH3:8])[NH:4][C:3]=1[C:9]([NH:11][CH:12]1[CH2:17][CH2:16][N:15]([C:18]2[N:23]=[C:22]([O:24][CH2:25][CH2:26]SC)[N:21]=[C:20]([C:29]([NH:31][O:32][CH3:33])=[O:30])[CH:19]=2)[CH2:14][CH2:13]1)=[O:10].[CH:34]1C=C(Cl)C=C(C(OO)=O)C=1.[S:45]([O-:48])([O-])=[O:46].[Na+].[Na+]>C(Cl)Cl>[Cl:1][C:2]1[C:6]([Cl:7])=[C:5]([CH3:8])[NH:4][C:3]=1[C:9]([NH:11][CH:12]1[CH2:13][CH2:14][N:15]([C:18]2[N:23]=[C:22]([O:24][CH2:25][CH2:26][S:45]([CH3:34])(=[O:48])=[O:46])[N:21]=[C:20]([C:29]([NH:31][O:32][CH3:33])=[O:30])[CH:19]=2)[CH2:16][CH2:17]1)=[O:10] |f:2.3.4|. Reported procedure: 6-(4-{[(3,4-Dichloro-5-methyl-1H-pyrrol-2-yl)carbonyl]amino}piperidin-1-yl)-N-methoxy-2-[2-(methylthio)ethoxy]pyrimidine-4-carboxamide (Example 165, 0.10 g, 0.19 mmol) was suspended in DCM (5 ml) and cooled to 0° C. mCPBA (0.067 g, 0.387 mmol, 70%) was added, then the reaction was warmed to room temperature and stirred for 4 h. A further equivalent of mCPBA was added and the mixture was stirred overnight. A solution of sodium sulfite (5%, 3 ml) was added and the layers separated. The aqueous pha... The reactants are ClC1=CC2=C(N(C(=N2)CCl)C=2C=NC(=CC2)OC)C=C1 (5-chloro-2-chloromethyl-1-(6-methoxy-pyridin-3-yl)-1H-benzoimidazole), CS(=O)(=O)C1=NNC2=CC=CC=C12 (3-methanesulfonyl-1H-indazole), CS(=O)(=O)C1=NNC2=CC=CC=C12 (3-methanesulfonyl-1H-indazole). Product: ClC1=CC2=C(N(C(=N2)CN2N=C(C3=CC=CC=C23)S(=O)(=O)C)C=2C=NC(=CC2)OC)C=C1 (1-{[5-Chloro-1-(6-methoxypyridin-3-yl)-1H-benzimidazol-2-yl]methyl}-3-(methylsulfonyl)-1H-indazole). Reaction SMILES: [Cl:1][C:2]1[CH:20]=[CH:19][C:5]2[N:6]([C:11]3[CH:12]=[N:13][C:14]([O:17][CH3:18])=[CH:15][CH:16]=3)[C:7]([CH2:9]Cl)=[N:8][C:4]=2[CH:3]=1.[CH3:21][S:22]([C:25]1[C:33]2[C:28](=[CH:29][CH:30]=[CH:31][CH:32]=2)[NH:27][N:26]=1)(=[O:24])=[O:23]>>[Cl:1][C:2]1[CH:20]=[CH:19][C:5]2[N:6]([C:11]3[CH:12]=[N:13][C:14]([O:17][CH3:18])=[CH:15][CH:16]=3)[C:7]([CH2:9][N:27]3[C:28]4[C:33](=[CH:32][CH:31]=[CH:30][CH:29]=4)[C:25]([S:22]([CH3:21])(=[O:23])=[O:24])=[N:26]3)=[N:8][C:4]=2[CH:3]=1. Procedure: The title compound was prepared in analogy to Example 3-1 by using 5-chloro-2-chloromethyl-1-(6-methoxy-pyridin-3-yl)-1H-benzoimidazole and 3-methanesulfonyl-1H-indazole instead of 5-chloro-2-chloromethyl-1-(4,4,4-tri fluoro-butyl)-1H-benzoimidazole and 3-methanesulfonyl-1H-indazole.